This data is from the Open Reaction Database (ORD), a public repository of structured organic reaction records. The task is: describe an organic reaction: reactants, conditions, products, and yield The reactants are N1=CC=C(C=C1)CC(CC(=O)OCC)(C(=O)OCC)C(=O)OCC (ethyl 4-(4-pyridyl)-3,3-bisethoxycarbonylbutyrate). Solvent: Cl (HCl). Yields the product N1=CC=C(C=C1)CC(CC(=O)O)(C(=O)OCC)C(=O)OCC (4-(4-pyridyl)-3,3-bisethoxycarbonylbutyric acid). RXN SMILES: [N:1]1[CH:6]=[CH:5][C:4]([CH2:7][C:8]([C:20]([O:22][CH2:23][CH3:24])=[O:21])([C:15]([O:17][CH2:18][CH3:19])=[O:16])[CH2:9][C:10]([O:12]CC)=[O:11])=[CH:3][CH:2]=1>Cl>[N:1]1[CH:2]=[CH:3][C:4]([CH2:7][C:8]([C:20]([O:22][CH2:23][CH3:24])=[O:21])([C:15]([O:17][CH2:18][CH3:19])=[O:16])[CH2:9][C:10]([OH:12])=[O:11])=[CH:5][CH:6]=1. Procedure details: 8.75 g of ethyl 4-(4-pyridyl)-3,3-bisethoxycarbonylbutyrate are stirred at 50°-60° C. in 500 ml of 6N HCl for 2 h. The mixture is then concentrated in vacuo and allowed to react again at 50°-60° C. with 500 ml of 6N HCl for 2 h. It is then concentrated to dryness in vacuo and redistilled twice using a little toluene. The residue is taken up in a little water and freeze-dried.